This data is from the Open Reaction Database (ORD), a public repository of structured organic reaction records. The task is: describe an organic reaction: reactants, conditions, products, and yield Starting materials: IC1=CC=C(C(=O)OCC)C=C1 (ethyl 4-iodobenzoate), C(C)(C)(C)OC(=O)N1C(CCC1)C#C (1-(tert-butoxycarbonyl)-2-ethynylpyrrolidine), O (H2O). The reagents and catalysts are C=1C=CC(=CC1)[P](C=2C=CC=CC2)(C=3C=CC=CC3)[Pd]([P](C=4C=CC=CC4)(C=5C=CC=CC5)C=6C=CC=CC6)([P](C=7C=CC=CC7)(C=8C=CC=CC8)C=9C=CC=CC9)[P](C=1C=CC=CC1)(C=1C=CC=CC1)C=1C=CC=CC1 (Pd(PPh3)4), [Cu]I (CuI). Solvent: N(C(C)C)C(C)C (i-Pr2NH), N(C(C)C)C(C)C (i-Pr2NH). Conditions: time 0.5 hour. Product: C(C)(C)(C)OC(=O)N1C(CCC1)C#CC1=CC=C(C=C1)C(=O)OCC (1-(tert-butyloxycarbonyl)-2-(2-(4-ethoxycarbonylphenyl)ethynyl)pyrrolidine). Yield: 80.7%. RXN SMILES: I[C:2]1[CH:12]=[CH:11][C:5]([C:6]([O:8][CH2:9][CH3:10])=[O:7])=[CH:4][CH:3]=1.[C:13]([O:17][C:18]([N:20]1[CH2:24][CH2:23][CH2:22][CH:21]1[C:25]#[CH:26])=[O:19])([CH3:16])([CH3:15])[CH3:14].O>N(C(C)C)C(C)C.C1C=CC([P]([Pd]([P](C2C=CC=CC=2)(C2C=CC=CC=2)C2C=CC=CC=2)([P](C2C=CC=CC=2)(C2C=CC=CC=2)C2C=CC=CC=2)[P](C2C=CC=CC=2)(C2C=CC=CC=2)C2C=CC=CC=2)(C2C=CC=CC=2)C2C=CC=CC=2)=CC=1.[Cu]I>[C:13]([O:17][C:18]([N:20]1[CH2:24][CH2:23][CH2:22][CH:21]1[C:25]#[C:26][C:2]1[CH:12]=[CH:11][C:5]([C:6]([O:8][CH2:9][CH3:10])=[O:7])=[CH:4][CH:3]=1)=[O:19])([CH3:16])([CH3:15])[CH3:14] |^1:38,40,59,78|. Procedure: A suspension of ethyl 4-iodobenzoate (1.7 mL, 10 mmol), Pd(PPh3)4 (578 mg, 0.5 mmol), and CuI (190 mmol, 1 mmol) in i-Pr2NH (20 mL) was stirred for 0.5 hr under N2. To this mixture was added a solution of 1-(tert-butoxycarbonyl)-2-ethynylpyrrolidine (1.95 g, 10 mmol) in i-Pr2NH (20 ml) for over 10 min. After stirring for 3 hr at room temp, the mixture was poured into H2O and extracted with EtOAc. The extract was washed with brine, dried over MgSO4, and evaporated. The residue was chromatographed... Starting materials: N1=CN=C2N1C(=CC=N2)C(C)O (1-(1,2,4-triazolo[1,5-a]pyrimidin-7-yl)ethanol), S(=O)(Cl)Cl (thionyl chloride), S(=O)(Cl)Cl (thionyl chloride). Solvent: ClCCl (dichloromethane), ClCCl (dichloromethane). Conditions: time 2 hour. Product: ClC(C)C1=CC=NC=2N1N=CN2 (7-(1-chloroethyl)-1,2,4-triazolo[1,5-a]pyrimidine). As a reaction SMILES: [N:1]1[N:5]2[C:6]([CH:10](O)[CH3:11])=[CH:7][CH:8]=[N:9][C:4]2=[N:3][CH:2]=1.S(Cl)([Cl:15])=O>ClCCl>[Cl:15][CH:10]([C:6]1[N:5]2[N:1]=[CH:2][N:3]=[C:4]2[N:9]=[CH:8][CH:7]=1)[CH3:11]. Procedure details: A solution of 1-(1,2,4-triazolo[1,5-a]pyrimidin-7-yl)ethanol (1 g, prepared in an similiar manner to that described above) in dichloromethane (30 ml) was added dropwise over 30 minutes to a solution of thionyl chloride (0.5 ml) in dichloromethane (50 ml), heated under reflux, and the heating was continued for a further 2 hours. Further thionyl chloride (0.5 ml) was added and the heating continued overnight. The dichloromethane was removed by distillation and the residue dissolved in further dich... Starting materials: C1(CC(C=C1)=O)=O (4-cyclopentene-1,3-dione), C1=CC=CCC1 (1,3-cyclohexadiene), C(C)(C)(C)C1=C(O)C=C(C(=C1)O)C(C)(C)C (2,5-ditert-butyl hydroquinone). Solvent: C1=CC=CC=C1 (benzene). Run at time 4 day. Product: C12C3C(CC(C3C(C=C1)CC2)=O)=O (Tricyclo [5,2,2,02,6 ] undec-8-ene-3,5dione). RXN SMILES: [C:1]1(=[O:7])[CH:5]=[CH:4][C:3](=[O:6])[CH2:2]1.[CH:8]1[CH2:13][CH2:12][CH:11]=[CH:10][CH:9]=1.C(C1C=C(O)C(C(C)(C)C)=CC=1O)(C)(C)C>C1C=CC=CC=1>[CH:10]12[CH2:11][CH2:12][CH:13]([CH:8]=[CH:9]1)[CH:4]1[CH:5]2[C:1](=[O:7])[CH2:2][C:3]1=[O:6]. Procedure details: A solution of 4-cyclopentene-1,3-dione (7.0g; 0.073 mole) in dry benzene (20ml.) was added to 1,3-cyclohexadiene (12g; 0.15 mole). After addition of a few crystals of 2,5-ditert-butyl hydroquinone the stoppered mixture was stood at room temperature for 4 days. Removal of the solid and recrystallisation from methanol gave the adduct m.p. 264°. Reactants: BrC=1C=C(C(=O)O)C(=CN1)NC1=C(C=C(C=C1)I)F (2-bromo-5-[(2-fluoro-4-iodophenyl)amino]isonicotinic acid), NCCCO (3-Amino-propan-1-ol). Yields the product BrC=1C=C(C(=O)NCCCO)C(=CN1)NC1=C(C=C(C=C1)I)F (2-Bromo-5-(2-fluoro-4-iodo-phenylamino)-N-(3-hydroxy-propyl)-isonicotinamide). Reaction SMILES: [Br:1][C:2]1[CH:3]=[C:4]([C:8]([NH:11][C:12]2[CH:17]=[CH:16][C:15]([I:18])=[CH:14][C:13]=2[F:19])=[CH:9][N:10]=1)[C:5]([OH:7])=O.[NH2:20][CH2:21][CH2:22][CH2:23][OH:24]>>[Br:1][C:2]1[CH:3]=[C:4]([C:8]([NH:11][C:12]2[CH:17]=[CH:16][C:15]([I:18])=[CH:14][C:13]=2[F:19])=[CH:9][N:10]=1)[C:5]([NH:20][CH2:21][CH2:22][CH2:23][OH:24])=[O:7]. Reported procedure: 2-Bromo-5-(2-fluoro-4-iodo-phenylamino)-N-(3-hydroxy-propyl)-isonicotinamide was synthesized according to General method 3, starting with 145 mg (0.33 mmol) of 2-bromo-5-[(2-fluoro-4-iodophenyl)amino]isonicotinic acid and 62 mg (0.82 mmol) of 3-Amino-propan-1-ol. LC/MS: [9.15 min, 494, 496] Reactants: ClC1=NNC2=CC=C(C=C12)C=O (3-Chloro-1H-indazole-5-carbaldehyde), BrCC1=C(C=C(C=C1)C(F)(F)F)C(F)(F)F (1-Bromomethyl-2,4-bis-trifluoromethyl-benzene). The product is FC(C1=C(CN2N=C(C3=CC(=CC=C23)C=O)Cl)C=CC(=C1)C(F)(F)F)(F)F (1-(2,4-Bis-trifluoromethyl-benzyl)-3-chloro-1H-indazole-5-carbaldehyde). RXN SMILES: [Cl:1][C:2]1[C:10]2[C:5](=[CH:6][CH:7]=[C:8]([CH:11]=[O:12])[CH:9]=2)[NH:4][N:3]=1.Br[CH2:14][C:15]1[CH:20]=[CH:19][C:18]([C:21]([F:24])([F:23])[F:22])=[CH:17][C:16]=1[C:25]([F:28])([F:27])[F:26]>>[F:26][C:25]([F:27])([F:28])[C:16]1[CH:17]=[C:18]([C:21]([F:24])([F:22])[F:23])[CH:19]=[CH:20][C:15]=1[CH2:14][N:4]1[C:5]2[C:10](=[CH:9][C:8]([CH:11]=[O:12])=[CH:7][CH:6]=2)[C:2]([Cl:1])=[N:3]1. Procedure details: 1-(2,4-Bis-trifluoromethyl-benzyl)-3-chloro-1H-indazole-5-carbaldehyde was prepared from 3-Chloro-1H-indazole-5-carbaldehyde and 1-Bromomethyl-2,4-bis-trifluoromethyl-benzene following general procedure A. The reactants are CC(C)(C)SCC(=O)CC(Cc1ccccc1)C(=O)OCc1ccccc1, ClCCl, O=C(OO)c1cccc(Cl)c1. Yields the product CC(C)(C)S(=O)CC(=O)CC(Cc1ccccc1)C(=O)OCc1ccccc1. As a reaction SMILES: [CH2:1]([c:2]1[cH:3][cH:4][cH:5][cH:6][cH:7]1)[CH:8]([C:9](=[O:10])[O:11][CH2:12][c:13]1[cH:14][cH:15][cH:16][cH:17][cH:18]1)[CH2:19][C:20]([CH2:21][S:22][C:23]([CH3:24])([CH3:25])[CH3:26])=[O:27].[Cl:39][CH2:40][Cl:41].[OH:28][O:29][C:30]([c:31]1[cH:32][c:33]([Cl:34])[cH:35][cH:36][cH:37]1)=[O:38]>>[CH2:1]([c:2]1[cH:3][cH:4][cH:5][cH:6][cH:7]1)[CH:8]([C:9](=[O:10])[O:11][CH2:12][c:13]1[cH:14][cH:15][cH:16][cH:17][cH:18]1)[CH2:19][C:20]([CH2:21][S:22]([C:23]([CH3:24])([CH3:25])[CH3:26])=[O:28])=[O:27]. Reaction SMILES: [B:32]([Br:33])([Br:34])[Br:35].[CH2:1]([CH3:2])[O:3][C:4]([c:5]1[cH:6][cH:7][c:8](-[n:11]2[cH:12][c:13]([C:29]#[N:30])[c:14]3[cH:15][c:16]([O:21][CH2:22][c:23]4[cH:24][cH:25][cH:26][cH:27][cH:28]4)[c:17]([Cl:20])[cH:18][c:19]23)[cH:9][cH:10]1)=[O:31].[Cl:37][CH2:38][Cl:39].[OH2:36]>>[CH2:1]([CH3:2])[O:3][C:4]([c:5]1[cH:6][cH:7][c:8](-[n:11]2[cH:12][c:13]([C:29]#[N:30])[c:14]3[cH:15][c:16]([OH:21])[c:17]([Cl:20])[cH:18][c:19]23)[cH:9][cH:10]1)=[O:31]. Starting materials: BrB(Br)Br, CCOC(=O)c1ccc(-n2cc(C#N)c3cc(OCc4ccccc4)c(Cl)cc32)cc1, ClCCl, O. Yields the product CCOC(=O)c1ccc(-n2cc(C#N)c3cc(O)c(Cl)cc32)cc1. The reactants are O=Cc1ccc(C(=O)OCc2ccccc2)cc1F, CC#N, [O-][Cl+][O-], Cl, NS(=O)(=O)O, [Na+], O. The product is O=C(OCc1ccccc1)c1ccc(C(=O)O)c(F)c1. As a reaction SMILES: [CH2:5]([c:6]1[cH:7][cH:8][cH:9][cH:10][cH:11]1)[O:12][C:13]([c:14]1[cH:15][c:16]([F:22])[c:17]([CH:20]=[O:21])[cH:18][cH:19]1)=[O:23].[CH3:31][C:32]#[N:33].[Cl+:1]([O-:2])[O-:3].[ClH:29].[NH2:24][S:25]([OH:26])(=[O:27])=[O:28].[Na+:4].[OH2:30]>>[CH2:5]([c:6]1[cH:7][cH:8][cH:9][cH:10][cH:11]1)[O:12][C:13]([c:14]1[cH:15][c:16]([F:22])[c:17]([C:20](=[O:21])[OH:26])[cH:18][cH:19]1)=[O:23]. The reactants are COc1cc(OC)nc(NC(=O)Oc2ccccc2)n1, COCc1ccsc1S(N)(=O)=O, CC#N, Cl, C1CCC2=NCCCN2CC1. Yields the product COCc1ccsc1S(=O)(=O)NC(=O)Nc1nc(OC)cc(OC)n1. As a reaction SMILES: [CH3:13][O:14][c:15]1[n:16][c:17]([NH:23][C:24]([O:25][c:27]2[cH:28][cH:29][cH:30][cH:31][cH:32]2)=[O:26])[n:18][c:19]([O:21][CH3:22])[cH:20]1.[CH3:1][O:2][CH2:3][c:4]1[c:5]([S:9](=[O:10])(=[O:11])[NH2:12])[s:6][cH:7][cH:8]1.[CH3:45][C:46]#[N:47].[ClH:44].[N:33]12[CH2:34][CH2:35][CH2:36][N:37]=[C:38]1[CH2:39][CH2:40][CH2:41][CH2:42][CH2:43]2>>[CH3:1][O:2][CH2:3][c:4]1[c:5]([S:9](=[O:10])(=[O:11])[NH:12][C:24]([NH:23][c:17]2[n:16][c:15]([O:14][CH3:13])[cH:20][c:19]([O:21][CH3:22])[n:18]2)=[O:25])[s:6][cH:7][cH:8]1.